This data is from the Open Reaction Database (ORD), a public repository of structured organic reaction records. The task is: describe an organic reaction: reactants, conditions, products, and yield Reactants: [H][H], CCCCCCCCCCCCCCCCCCCCCCOCC(C)(CN=[N+]=[N-])COCCCCCCCCCCCCCCCCCCCCCC, C1CCOC1, [OH-], [OH-], [Pd+2]. Yields the product CCCCCCCCCCCCCCCCCCCCCCOCC(C)(CN)COCCCCCCCCCCCCCCCCCCCCCC. Reaction SMILES: [H:55][H:56].[N:1](=[N+:2]=[N-:3])[CH2:4][C:5]([CH3:6])([CH2:7][O:8][CH2:9][CH2:10][CH2:11][CH2:12][CH2:13][CH2:14][CH2:15][CH2:16][CH2:17][CH2:18][CH2:19][CH2:20][CH2:21][CH2:22][CH2:23][CH2:24][CH2:25][CH2:26][CH2:27][CH2:28][CH2:29][CH3:30])[CH2:31][O:32][CH2:33][CH2:34][CH2:35][CH2:36][CH2:37][CH2:38][CH2:39][CH2:40][CH2:41][CH2:42][CH2:43][CH2:44][CH2:45][CH2:46][CH2:47][CH2:48][CH2:49][CH2:50][CH2:51][CH2:52][CH2:53][CH3:54].[O:57]1[CH2:58][CH2:59][CH2:60][CH2:61]1.[OH-:62].[OH-:64].[Pd+2:63]>>[NH2:1][CH2:4][C:5]([CH3:6])([CH2:7][O:8][CH2:9][CH2:10][CH2:11][CH2:12][CH2:13][CH2:14][CH2:15][CH2:16][CH2:17][CH2:18][CH2:19][CH2:20][CH2:21][CH2:22][CH2:23][CH2:24][CH2:25][CH2:26][CH2:27][CH2:28][CH2:29][CH3:30])[CH2:31][O:32][CH2:33][CH2:34][CH2:35][CH2:36][CH2:37][CH2:38][CH2:39][CH2:40][CH2:41][CH2:42][CH2:43][CH2:44][CH2:45][CH2:46][CH2:47][CH2:48][CH2:49][CH2:50][CH2:51][CH2:52][CH2:53][CH3:54]. Starting materials: C(C)C1(OCCO1)CCCCCC=O (6-(2-ethyl-1,3-dioxolan-2-yl)hexanal), C(C)(C)(C)[S@@](=O)N ((R)-(+)-tert-butanesulfinamide). Reagents/catalysts: S(=O)(=O)([O-])[O-].[Cu+2] (copper sulfate). Run in C(Cl)Cl (DCM). The product is C(C)C1(OCCO1)CCCCC\C=N\S(=O)C(C)(C)C (N-[(1E)-6-(2-Ethyl-1,3-dioxolan-2-yl)hexylidene]-2-methylpropane-2-sulfin amide). RXN SMILES: [CH2:1]([C:3]1([CH2:8][CH2:9][CH2:10][CH2:11][CH2:12][CH:13]=O)[O:7][CH2:6][CH2:5][O:4]1)[CH3:2].[C:15]([S@:19]([NH2:21])=[O:20])([CH3:18])([CH3:17])[CH3:16]>C(Cl)Cl.S([O-])([O-])(=O)=O.[Cu+2]>[CH2:1]([C:3]1([CH2:8][CH2:9][CH2:10][CH2:11][CH2:12]/[CH:13]=[N:21]/[S:19]([C:15]([CH3:18])([CH3:17])[CH3:16])=[O:20])[O:4][CH2:5][CH2:6][O:7]1)[CH3:2] |f:3.4|. Procedure: A solution of 6-(2-ethyl-1,3-dioxolan-2-yl)hexanal (M3) (1.1 eq.), (R)-(+)-tert-butanesulfinamide (1.0 eq.) and anhydrous copper sulfate (2.2 eq.) in DCM was stirred for 70 h at RT. The reaction mixture was filtered through Celite. The solvent was removed under reduced pressure. The crude product was purified by flash chromatography with hexane/ethyl acetate mixture as eluent to yield the desired product as an oil. 1H NMR (300 MHz, CDCl3) δ: 8.05 (1H, t, J=4.6 Hz), 3.91 (4H, s), 2.60-2.40 (2H, m...